This data is from the Open Reaction Database (ORD), a public repository of structured organic reaction records. The task is: describe an organic reaction: reactants, conditions, products, and yield The reactants are NC1=C(N(C2=CC(=CC=C12)Cl)C(=O)OCC)C(=O)C1=NC=CC(=C1)N(C(=O)OC(C)(C)C)C(=O)OC(C)(C)C (3-Amino-2-[4-[N,N-bis(tert-butoxycarbonyl)amino]pyridine-2-carbonyl]-6-chloro-1-(ethoxycarbonyl)indole), C(CC)(=O)Cl (propionyl chloride). The product is C(C)(C)(C)OC(=O)N(C(=O)OC(C)(C)C)C1=CC(=NC=C1)C(=O)C=1N(C2=CC(=CC=C2C1NC(CC)=O)Cl)C(=O)OCC (2-[4-[N,N-Bis(tert-butoxycarbonyl)amino]pyridine-2-carbonyl]-6-chloro-1-ethoxycarbonyl-3-(propionylamino)indole). RXN SMILES: [NH2:1][C:2]1[C:10]2[C:5](=[CH:6][C:7]([Cl:11])=[CH:8][CH:9]=2)[N:4]([C:12]([O:14][CH2:15][CH3:16])=[O:13])[C:3]=1[C:17]([C:19]1[CH:24]=[C:23]([N:25]([C:33]([O:35][C:36]([CH3:39])([CH3:38])[CH3:37])=[O:34])[C:26]([O:28][C:29]([CH3:32])([CH3:31])[CH3:30])=[O:27])[CH:22]=[CH:21][N:20]=1)=[O:18].[C:40](Cl)(=[O:43])[CH2:41][CH3:42]>>[C:29]([O:28][C:26]([N:25]([C:23]1[CH:22]=[CH:21][N:20]=[C:19]([C:17]([C:3]2[N:4]([C:12]([O:14][CH2:15][CH3:16])=[O:13])[C:5]3[C:10]([C:2]=2[NH:1][C:40](=[O:43])[CH2:41][CH3:42])=[CH:9][CH:8]=[C:7]([Cl:11])[CH:6]=3)=[O:18])[CH:24]=1)[C:33]([O:35][C:36]([CH3:38])([CH3:37])[CH3:39])=[O:34])=[O:27])([CH3:30])([CH3:31])[CH3:32]. Reported procedure: The title compound was prepared according ot the procedure described in step 1 of Example 2 (Method A) employing 3-amino-2-[4-[N,N-bis(tert-butoxycarbonyl)amino]pyridine-2-carbonyl]-6-chloro-1-(ethoxycarbonyl)indole (step 2) and propionyl chloride. 1H-NMR (CDCl3) δ: 9.52 (1 H, br s), 8.61 (1 H, d, J=5.1 Hz), 8.21 (1 H, d, J=1.8 Hz), 8.05 (1 H, d, J=8.7 Hz), 7.95 (1 H, d, J=2.1 Hz), 7.28-7.23 (2 H, m), 3.93 (2 H, q, J=7.1 Hz), 2.51 (2 H, q, J=7.4 Hz), 1.50 (18 H, s), 1.26 (3 H, t, J=7.4 Hz), 1.02... Starting materials: BrCCCCCBr, CCCc1c(O)ccc(Cl)c1Cl, CCOC(C)=O, CN(C)P(=O)(N(C)C)N(C)C, [H-], [I-], [K+], [Na+], C1CCOC1, O. Product: CCCc1c(OCCCCCBr)ccc(Cl)c1Cl. RXN SMILES: [Br:15][CH2:16][CH2:17][CH2:18][CH2:19][CH2:20][Br:21].[CH2:1]([CH2:2][CH3:3])[c:4]1[c:5]([OH:12])[cH:6][cH:7][c:8]([Cl:11])[c:9]1[Cl:10].[CH3:25][CH2:26][O:27][C:28](=[O:29])[CH3:30].[CH3:31][N:32]([P:33]([N:34]([CH3:35])[CH3:36])([N:37]([CH3:38])[CH3:39])=[O:40])[CH3:41].[H-:13].[I-:23].[K+:22].[Na+:14].[O:42]1[CH2:43][CH2:44][CH2:45][CH2:46]1.[OH2:24]>>[CH2:1]([CH2:2][CH3:3])[c:4]1[c:5]([O:12][CH2:20][CH2:19][CH2:18][CH2:17][CH2:16][Br:15])[cH:6][cH:7][c:8]([Cl:11])[c:9]1[Cl:10]. The reactants are CC(C)(C)c1cc(C(=O)Cl)cc(C(C)(C)C)c1O, COCCOC, Nc1ccc(Cl)c(C(=O)O)c1. Product: CC(C)(C)c1cc(C(=O)Nc2ccc(Cl)c(C(=O)O)c2)cc(C(C)(C)C)c1O. RXN SMILES: [C:12]([CH3:13])([CH3:14])([CH3:15])[c:16]1[cH:17][c:18]([C:19](=[O:20])[Cl:21])[cH:22][c:23]([C:26]([CH3:27])([CH3:28])[CH3:29])[c:24]1[OH:25].[CH3:30][O:31][CH2:32][CH2:33][O:34][CH3:35].[NH2:1][c:2]1[cH:3][cH:4][c:5]([Cl:11])[c:6]([C:7](=[O:8])[OH:9])[cH:10]1>>[NH:1]([c:2]1[cH:3][cH:4][c:5]([Cl:11])[c:6]([C:7](=[O:8])[OH:9])[cH:10]1)[C:19]([c:18]1[cH:17][c:16]([C:12]([CH3:13])([CH3:14])[CH3:15])[c:24]([OH:25])[c:23]([C:26]([CH3:27])([CH3:28])[CH3:29])[cH:22]1)=[O:20]. Starting materials: C1(=CC=CC=C1)C=1N=CNC1 (4-phenylimidazole), FC1=CC=C(C=O)C=C1 (4-fluorobenzaldehyde). Yields the product C1(=CC=CC=C1)C=1N=CN(C1)C1=CC=C(CO)C=C1 (4-(4-Phenylimidazol-1-yl)benzyl alcohol). As a reaction SMILES: [C:1]1([C:7]2[N:8]=[CH:9][NH:10][CH:11]=2)[CH:6]=[CH:5][CH:4]=[CH:3][CH:2]=1.F[C:13]1[CH:20]=[CH:19][C:16]([CH:17]=[O:18])=[CH:15][CH:14]=1>>[C:1]1([C:7]2[N:8]=[CH:9][N:10]([C:13]3[CH:20]=[CH:19][C:16]([CH2:17][OH:18])=[CH:15][CH:14]=3)[CH:11]=2)[CH:2]=[CH:3][CH:4]=[CH:5][CH:6]=1. Procedure: Prepared from 4-phenylimidazole and 4-fluorobenzaldehyde.